This data is from the Open Reaction Database (ORD), a public repository of structured organic reaction records. The task is: describe an organic reaction: reactants, conditions, products, and yield Reactants: CC1=CC=C(C(=N1)N1CCC(CC1)=C)[N+](=O)[O-] (6-Methyl-2-(4-methylene-1-piperidyl)-3-nitropyridine), N1=C(C=CC=C1)C1(CCC2(ON=C(C2)C#C[Si](C)(C)C)CC1)C#N (8-(2-Pyridyl)-2-(2-trimethylsilylethynyl)-4-oxa-3-azaspiro[4.5]dec-2-ene-8-carbonitrile). Product: CC1=CC=CC(=N1)C#CC1=NOC2(C1)CCC(CC2)(C#N)C2=NC=CC=C2 (3-[(6-Methylpyridin-2-yl)ethynyl]-8-pyridin-2-yl-1-oxa-2-azaspiro[4.5]dec-2-ene-8-carbonitrile). Reaction SMILES: [CH3:1][C:2]1[N:7]=[C:6](N2CCC(=C)CC2)[C:5]([N+]([O-])=O)=[CH:4][CH:3]=1.[N:18]1[CH:23]=[CH:22][CH:21]=[CH:20][C:19]=1[C:24]1([C:40]#[N:41])[CH2:39][CH2:38][C:27]2([CH2:31][C:30]([C:32]#[C:33][Si](C)(C)C)=[N:29][O:28]2)[CH2:26][CH2:25]1>>[CH3:1][C:2]1[N:7]=[C:6]([C:33]#[C:32][C:30]2[CH2:31][C:27]3([CH2:38][CH2:39][C:24]([C:19]4[CH:20]=[CH:21][CH:22]=[CH:23][N:18]=4)([C:40]#[N:41])[CH2:25][CH2:26]3)[O:28][N:29]=2)[CH:5]=[CH:4][CH:3]=1. Procedure details: The title compound was prepared following the method described for the compound of Example 3, replacing Compound 3c with Compound 48b. The crude was purified by automated flash chromatography (SP1®TM-Biotage; gradient Petroleum ether-EtOAc from 65:35 to 4:6) to give the title compound as yellow oil. Yield: 43.4%.